This data is from the Open Reaction Database (ORD), a public repository of structured organic reaction records. The task is: describe an organic reaction: reactants, conditions, products, and yield Procedure: 2-Methyl-3-furancarboxylic acid ethyl ester (10.5 g) was dissolved in acetonitrile (50 ml), and sulfuryl chloride (5.6 ml) was added under ice-cooling. The mixture was stirred at 10° C. for 30 minutes, and 10% aqueous sodium thiosulfate (100 ml) was added. The mixture was stirred at room temperature for 2 hours, and extracted with diethyl ether. The extract was washed with saturated aqueous sodium chloride, dried over anhydrous magnesium sulfate and concentrated under reduced pressure. The resid... Run in C(C)#N (acetonitrile). Reactants: S(=O)(=O)(Cl)Cl (sulfuryl chloride), C(C)OC(=O)C1=C(OC=C1)C (2-Methyl-3-furancarboxylic acid ethyl ester), S(=S)(=O)([O-])[O-].[Na+].[Na+] (sodium thiosulfate). Yields the product C(C)OC(=O)C1=C(OC(=C1)Cl)C (5-chloro-2-methyl-3-furancarboxylic acid ethyl ester). Reaction SMILES: [CH2:1]([O:3][C:4]([C:6]1[CH:10]=[CH:9][O:8][C:7]=1[CH3:11])=[O:5])[CH3:2].S(Cl)([Cl:15])(=O)=O.S([O-])([O-])(=O)=S.[Na+].[Na+]>C(#N)C>[CH2:1]([O:3][C:4]([C:6]1[CH:10]=[C:9]([Cl:15])[O:8][C:7]=1[CH3:11])=[O:5])[CH3:2] |f:2.3.4|. Reaction conditions: temperature 10 celsius, time 30 minute. Starting materials: O=C([O-])[O-], CCNCC1CCCO1, CCOC(C)=O, Cc1nn(C)c2nc(Cl)c(C=O)cc12, [K+], [K+], CN(C)C=O, O. The product is CCN(CC1CCCO1)c1nc2c(cc1C=O)c(C)nn2C. Reaction SMILES: [C:1](=[O:2])([O-:3])[O-:4].[CH2:21]([CH3:22])[NH:23][CH2:24][CH:25]1[O:26][CH2:27][CH2:28][CH2:29]1.[CH3:36][CH2:37][O:38][C:39](=[O:40])[CH3:41].[Cl:7][c:8]1[c:9]([CH:19]=[O:20])[cH:10][c:11]2[c:12]([n:13]1)[n:14]([CH3:18])[n:15][c:16]2[CH3:17].[K+:5].[K+:6].[O:31]=[CH:32][N:33]([CH3:34])[CH3:35].[OH2:30]>>[c:8]1([N:23]([CH2:21][CH3:22])[CH2:24][CH:25]2[O:26][CH2:27][CH2:28][CH2:29]2)[c:9]([CH:19]=[O:20])[cH:10][c:11]2[c:12]([n:13]1)[n:14]([CH3:18])[n:15][c:16]2[CH3:17]. The reactants are CO, O=C1CC=CC2CCCC(c3ccc(F)cc3)N12, [H][H], O=[Pt]. Yields the product O=C1CCCC2CCCC(c3ccc(F)cc3)N12. Reaction SMILES: [CH3:21][OH:22].[F:1][c:2]1[cH:3][cH:4][c:5]([CH:8]2[N:9]3[C:10](=[O:18])[CH2:11][CH:12]=[CH:13][CH:14]3[CH2:15][CH2:16][CH2:17]2)[cH:6][cH:7]1.[H:19][H:20].[Pt:23]=[O:24]>>[F:1][c:2]1[cH:3][cH:4][c:5]([CH:8]2[N:9]3[C:10](=[O:18])[CH2:11][CH2:12][CH2:13][CH:14]3[CH2:15][CH2:16][CH2:17]2)[cH:6][cH:7]1.